This data is from the Open Reaction Database (ORD), a public repository of structured organic reaction records. The task is: describe an organic reaction: reactants, conditions, products, and yield The reactants are CC(C(/C=C/[C@@H]1N(C(OC1)=O)CCSC=1SC=C(N1)C(=O)OCC)=O)(CCCC)C (ethyl 2-[(2-{(4S)-4-[(1E)-4,4-dimethyl-3-oxo-1-octenyl]-2-oxo-1,3-oxazolidin-3-yl}ethyl)thio]-1,3-thiazole-4-carboxylate), [BH4-].[Na+] (sodium borohydride), O (water), C(C)(=O)O (acetic acid). The solvent is CO (methanol). Yields the product O[C@H](/C=C/[C@@H]1N(C(OC1)=O)CCSC=1SC=C(N1)C(=O)OCC)C(CCCC)(C)C (ethyl 2-[(2-{(4S)-4-[(1E,3R)-3-hydroxy-4,4-dimethyl-1-octenyl]-2-oxo-1,3-oxazolidin-3-yl}ethyl)thio]-1,3-thiazole-4-carboxylate). The yield is 70.0%. RXN SMILES: [CH3:1][C:2]([CH3:30])([CH2:26][CH2:27][CH2:28][CH3:29])[C:3](=[O:25])/[CH:4]=[CH:5]/[C@H:6]1[CH2:10][O:9][C:8](=[O:11])[N:7]1[CH2:12][CH2:13][S:14][C:15]1[S:16][CH:17]=[C:18]([C:20]([O:22][CH2:23][CH3:24])=[O:21])[N:19]=1.[BH4-].[Na+].C(O)(=O)C.O>CO>[OH:25][C@@H:3]([C:2]([CH3:1])([CH3:30])[CH2:26][CH2:27][CH2:28][CH3:29])/[CH:4]=[CH:5]/[C@H:6]1[CH2:10][O:9][C:8](=[O:11])[N:7]1[CH2:12][CH2:13][S:14][C:15]1[S:16][CH:17]=[C:18]([C:20]([O:22][CH2:23][CH3:24])=[O:21])[N:19]=1 |f:1.2|. Procedure: To a solution of the compound 6 (124 mg) in anhydrous methanol (1.40 mL) were added sodium borohydride (10.4 mg) and a catalytic amount of acetic acid at −78° C. and the solution was stirred at the same temperature for 1 hour. After return to room temperature, to the reaction solution was added water and the solution was extracted with ethyl acetate. The organic layer was washed with brine, dried over anhydrous sodium sulfate and concentrated. The obtained residue was purified by column chromato... The reactants are Cc1cccc(C)c1NC(=O)CCl, CN(C)C=O, [Na+], [Na+], O=C([O-])[O-], O, c1ccc(N2CCNCC2)nc1. Product: Cc1cccc(C)c1NC(=O)CN1CCN(c2ccccn2)CC1. As a reaction SMILES: [CH3:13][c:14]1[c:15]([NH:21][C:22]([CH2:23][Cl:24])=[O:25])[c:16]([CH3:20])[cH:17][cH:18][cH:19]1.[CH3:33][N:34]([CH3:35])[CH:36]=[O:37].[Na+:26].[Na+:27].[O-:28][C:29](=[O:30])[O-:31].[OH2:32].[n:1]1[c:2]([N:7]2[CH2:8][CH2:9][NH:10][CH2:11][CH2:12]2)[cH:3][cH:4][cH:5][cH:6]1>>[n:1]1[c:2]([N:7]2[CH2:8][CH2:9][N:10]([CH2:23][C:22]([NH:21][c:15]3[c:14]([CH3:13])[cH:19][cH:18][cH:17][c:16]3[CH3:20])=[O:25])[CH2:11][CH2:12]2)[cH:3][cH:4][cH:5][cH:6]1. Starting materials: O=C1NC2=C(OC1)C=CC(=N2)C=O (3-Oxo-3,4-dihydro-2H-pyrido[3,2-b][1,4]oxazine-6-carbaldehyde), COC1=CC=C2N=CC(=NC2=C1)OCCCN1CCC(CC1)CN (C-{1-[3-(7-methoxy-quinoxalin-2-yloxy)-propyl]-piperidin-4-yl}-methylamine), C(#N)[BH3-].[Na+] (sodium cyanoborohydride), C(C)(=O)O (acetic acid). Solvent: ClCCCl (1,2-dichloroethane), CO (methanol). Reaction conditions: time 15 hour. Yields the product COC1=CC=C2N=CC(=NC2=C1)OCCCN1CCC(CC1)CNCC=1C=CC=2OCC(NC2N1)=O (6-[({1-[3-(7-methoxy-quinoxalin-2-yloxy)-propyl]-piperidin-4-ylmethyl}-amino)-methyl]-4H-pyrido[3,2-b][1,4]oxazin-3-one). The yield is 30.5%. Reaction SMILES: [O:1]=[C:2]1[CH2:7][O:6][C:5]2[CH:8]=[CH:9][C:10]([CH:12]=O)=[N:11][C:4]=2[NH:3]1.[CH3:14][O:15][C:16]1[CH:25]=[C:24]2[C:19]([N:20]=[CH:21][C:22]([O:26][CH2:27][CH2:28][CH2:29][N:30]3[CH2:35][CH2:34][CH:33]([CH2:36][NH2:37])[CH2:32][CH2:31]3)=[N:23]2)=[CH:18][CH:17]=1.C(O)(=O)C.C([BH3-])#N.[Na+]>ClCCCl.CO>[CH3:14][O:15][C:16]1[CH:25]=[C:24]2[C:19]([N:20]=[CH:21][C:22]([O:26][CH2:27][CH2:28][CH2:29][N:30]3[CH2:31][CH2:32][CH:33]([CH2:36][NH:37][CH2:12][C:10]4[CH:9]=[CH:8][C:5]5[O:6][CH2:7][C:2](=[O:1])[NH:3][C:4]=5[N:11]=4)[CH2:34][CH2:35]3)=[N:23]2)=[CH:18][CH:17]=1 |f:3.4|. Procedure details: 3-Oxo-3,4-dihydro-2H-pyrido[3,2-b][1,4]oxazine-6-carbaldehyde (22 mg, 0.12 mmol 1.0 eq) is added at room temperature to a stirred solution of C-{1-[3-(7-methoxy-quinoxalin-2-yloxy)-propyl]-piperidin-4-yl}-methylamine (40 mg, 0.12 mmol, 1.0 eq) in 1,2-dichloroethane (2 mL) and methanol (0.5 mL), followed by acetic acid (9 μL, 0.15 mmol, 1.3 eq) and sodium cyanoborohydride (11 mg, 0.15 mmol, 1.3 eq). After 15 hours stirring at room temperature, the reaction mixture is extracted with dichloromethan... The reactants are C(=O)(O)C=1OC2=C(C1)C(=C(C=C2Cl)F)C=2C(N(C(=CC2)C(F)(F)F)C)=O (3-(2-carboxy-7-chloro-5-fluorobenzofuran-4-yl)-1-methyl-6-trifluoromethyl-2-(1H)-pyridone), C(C)O (ethanol), S(O)(O)(=O)=O (sulfuric acid). Yields the product ClC1=CC(=C(C=2C=C(OC21)C(=O)OCC)C=2C(N(C(=CC2)C(F)(F)F)C)=O)F (3-(7-chloro-2-ethoxycarbonyl-5-fluorobenzofuran-4-yl)-1-methyl-6-trifluoromethyl-2-(1H)-pyridone). Yield: 99.0%. RXN SMILES: [C:1]([C:4]1[O:5][C:6]2[C:12]([Cl:13])=[CH:11][C:10]([F:14])=[C:9]([C:15]3[C:16](=[O:26])[N:17]([CH3:25])[C:18]([C:21]([F:24])([F:23])[F:22])=[CH:19][CH:20]=3)[C:7]=2[CH:8]=1)([OH:3])=[O:2].S(=O)(=O)(O)O.[CH2:32](O)[CH3:33]>>[Cl:13][C:12]1[C:6]2[O:5][C:4]([C:1]([O:3][CH2:32][CH3:33])=[O:2])=[CH:8][C:7]=2[C:9]([C:15]2[C:16](=[O:26])[N:17]([CH3:25])[C:18]([C:21]([F:24])([F:23])[F:22])=[CH:19][CH:20]=2)=[C:10]([F:14])[CH:11]=1. Procedure details: 0.08 g (0.21 mmol) of 3-(2-carboxy-7-chloro-5-fluorobenzofuran-4-yl)-1-methyl-6-trifluoromethyl-2-(1H)-pyridone was dissolved in 10 ml of ethanol, and 4.0 mg (0.04 mmol) of sulfuric acid was added thereto, followed by refluxing for 2 hours. Ethanol was distilled off under reduced pressure. Then, the obtained residue was poured into water and extracted with diethyl ether. After washing with water, the organic layer was dried over anhydrous magnesium sulfate. Diethyl ether was distilled off under ... Starting materials: NC(C(=O)O)CC1CCCCCCC1 (2-Amino-3-cyclooctyl-propionic acid), C(C)#N (acetonitrile). The product is C1(CCCCCCC1)CC(C(=O)O)N1C(C2=CC=CC=C2C1)=O (3-Cyclooctyl-2-(1-oxo-1,3-dihydro-isoindol-2-yl)-propionic acid). Isolated yield 62.0%. RXN SMILES: [NH2:1][CH:2]([CH2:6][CH:7]1[CH2:14][CH2:13][CH2:12][CH2:11][CH2:10][CH2:9][CH2:8]1)[C:3]([OH:5])=[O:4].[C:15](#N)[CH3:16]>>[CH:7]1([CH2:6][CH:2]([N:1]2[CH2:16][C:15]3[C:2](=[CH:6][CH:7]=[CH:8][CH:9]=3)[C:3]2=[O:4])[C:3]([OH:5])=[O:4])[CH2:14][CH2:13][CH2:12][CH2:11][CH2:10][CH2:9][CH2:8]1. Reported procedure: A solution of phthalic dicarboxaldehyde (349 mg; 2.60 mmol) and 2-Amino-3-cyclooctyl-propionic acid (500 mg; 2.51 mmol) in acetonitrile (20 mL) was heated to reflux for 3 h. The mixture was then hot filtered to remove insoluble material and then allowed to cool to room temperature and then further cooled to 0° C. The solid was filtered off, rinsed with cold acetonitrile and air dried to give 480 mg (62%) of 3-Cyclooctyl-2-(1-oxo-1,3-dihydro-isoindol-2-yl)-propionic acid as a white solid: EI-HRMS...